This data is from the Open Reaction Database (ORD), a public repository of structured organic reaction records. The task is: describe an organic reaction: reactants, conditions, products, and yield Reactants: C(#N)CC=1C=C(C=CC1)NC(=O)C1=NC(=CC=C1)Br (6-Bromo-pyridine-2-carboxylic acid (3-cyanomethyl-phenyl)-amide), FC=1C=C(C=CC1)B(O)O (3-fluoro-phenylboronic acid). Yields the product C(#N)CC=1C=C(C=CC1)NC(=O)C1=NC(=CC=C1)C1=CC(=CC=C1)F (6-(3-Fluoro-phenyl)-pyridine-2-carboxylic acid (3-cyanomethyl-phenyl)-amide). Reaction SMILES: [C:1]([CH2:3][C:4]1[CH:5]=[C:6]([NH:10][C:11]([C:13]2[CH:18]=[CH:17][CH:16]=[C:15](Br)[N:14]=2)=[O:12])[CH:7]=[CH:8][CH:9]=1)#[N:2].[F:20][C:21]1[CH:22]=[C:23](B(O)O)[CH:24]=[CH:25][CH:26]=1>>[C:1]([CH2:3][C:4]1[CH:5]=[C:6]([NH:10][C:11]([C:13]2[CH:18]=[CH:17][CH:16]=[C:15]([C:25]3[CH:24]=[CH:23][CH:22]=[C:21]([F:20])[CH:26]=3)[N:14]=2)=[O:12])[CH:7]=[CH:8][CH:9]=1)#[N:2]. Procedure: The pyridyl bromide (91) (150 mg, 0.47 mmol) was coupled to 3-fluoro-phenylboronic acid (73 mg, 0.52 mmol) using Method E. The crude residue was purified by column chromatography eluting with 20% EtOAc in heptane to give the title compound. The reactants are C(C)(C)(C)OC(NC1=CC(=CC(=C1)C(F)(F)F)C1=NC(=NC(=C1)C)N)=O ([3-(2-amino-6-methyl-pyrimidin-4-yl)-5-trifluoromethyl-phenyl]-carbamic acid tert-butyl ester), C1CC(=O)N(C1=O)I (NIS). Yields the product C(C)(C)(C)OC(NC1=CC(=CC(=C1)C(F)(F)F)C1=NC(=NC(=C1I)C)N)=O ([3-(2-Amino-5-iodo-6-methyl-pyrimidin-4-yl)-5-trifluoromethyl-phenyl]-carbamic acid tert-butyl ester). As a reaction SMILES: [C:1]([O:5][C:6](=[O:26])[NH:7][C:8]1[CH:13]=[C:12]([C:14]([F:17])([F:16])[F:15])[CH:11]=[C:10]([C:18]2[CH:23]=[C:22]([CH3:24])[N:21]=[C:20]([NH2:25])[N:19]=2)[CH:9]=1)([CH3:4])([CH3:3])[CH3:2].C1C(=O)N([I:34])C(=O)C1>>[C:1]([O:5][C:6](=[O:26])[NH:7][C:8]1[CH:13]=[C:12]([C:14]([F:16])([F:17])[F:15])[CH:11]=[C:10]([C:18]2[C:23]([I:34])=[C:22]([CH3:24])[N:21]=[C:20]([NH2:25])[N:19]=2)[CH:9]=1)([CH3:4])([CH3:2])[CH3:3]. Reported procedure: The title compound is synthesized according to general procedure GP1 starting from 550 mg (1.5 mmol) [3-(2-amino-6-methyl-pyrimidin-4-yl)-5-trifluoromethyl-phenyl]-carbamic acid tert-butyl ester (GP40) and 336 mg (1.5 mmol) NIS. Yield: 733 mg (99%).